Dataset: the Open Reaction Database (ORD), a public repository of structured organic reaction records. Task: describe an organic reaction: reactants, conditions, products, and yield The reactants are CC(CCC)OC1=NC(=C2N=CN(C2=N1)C1OCCCC1)N (2-[(1-methylbutyl)oxy]-9-(tetrahydro-2H-pyran-2-yl)-9H-purin-6-amine), C1CC(=O)N(C1=O)Br (NBS). Solvent: C(Cl)Cl (DCM), C(Cl)(Cl)Cl (chloroform). Conditions: time 5 hour. Yields the product BrC=1N(C2=NC(=NC(=C2N1)N)OC(CCC)C)C1OCCCC1 (8-Bromo-2-[(1-methylbutyl)oxy]-9-(tetrahydro-2H-pyran-2-yl)-9H-purin-6-amine). Yield: 102.6%. As a reaction SMILES: [CH3:1][CH:2]([O:6][C:7]1[N:15]=[C:14]2[C:10]([N:11]=[CH:12][N:13]2[CH:16]2[CH2:21][CH2:20][CH2:19][CH2:18][O:17]2)=[C:9]([NH2:22])[N:8]=1)[CH2:3][CH2:4][CH3:5].C1C(=O)N([Br:30])C(=O)C1>C(Cl)(Cl)Cl.C(Cl)Cl>[Br:30][C:12]1[N:13]([CH:16]2[CH2:21][CH2:20][CH2:19][CH2:18][O:17]2)[C:14]2[C:10]([N:11]=1)=[C:9]([NH2:22])[N:8]=[C:7]([O:6][CH:2]([CH3:1])[CH2:3][CH2:4][CH3:5])[N:15]=2. Procedure details: To a solution of 2-[(1-methylbutyl)oxy]-9-(tetrahydro-2H-pyran-2-yl)-9H-purin-6-amine (382 mg) in dry chloroform (4.52 mL) at 0° C. was added NBS (234 mg) in a single portion. The reaction was warmed to room temperature and stirred for 5 h. The reaction mixture was taken up in DCM (20 mL) and was washed with water (30 mL). The organics were separated, dried by passing through a hydrophobic frit and concentrated in vacuo to give a green/brown foam (493 mg).